Dataset: the Open Reaction Database (ORD), a public repository of structured organic reaction records. Task: describe an organic reaction: reactants, conditions, products, and yield Reactants: C(C)Br (ethyl bromide), C1(=CC=C(C=C1)P(C1=CC=C(C=C1)C)C1=CC=C(C=C1)C)C (tri-p-tolylphosphine), C(C)Br (ethyl bromide), C(C)Br (ethyl bromide). Solvent: C=1(C(=CC=CC1)C)C (xylene). Conditions: temperature 32 celsius. Yields the product [Br-].C(C)[P+](C1=CC=C(C=C1)C)(C1=CC=C(C=C1)C)C1=CC=C(C=C1)C (Ethyl-tri-p-tolylphosphonium Bromide). RXN SMILES: [C:1]1([CH3:22])[CH:6]=[CH:5][C:4]([P:7]([C:15]2[CH:20]=[CH:19][C:18]([CH3:21])=[CH:17][CH:16]=2)[C:8]2[CH:13]=[CH:12][C:11]([CH3:14])=[CH:10][CH:9]=2)=[CH:3][CH:2]=1.[CH2:23]([Br:25])[CH3:24]>C1(C)C(C)=CC=CC=1>[Br-:25].[CH2:23]([P+:7]([C:4]1[CH:5]=[CH:6][C:1]([CH3:22])=[CH:2][CH:3]=1)([C:15]1[CH:16]=[CH:17][C:18]([CH3:21])=[CH:19][CH:20]=1)[C:8]1[CH:13]=[CH:12][C:11]([CH3:14])=[CH:10][CH:9]=1)[CH3:24] |f:3.4|. Procedure details: Into a 1 liter glass reactor equipped with a thermometer connected to a temperature controller, a heating mantle, a condenser and a magnetic stirring bar, are charged 250 gms (0.822 mole) of tri-p-tolylphosphine and 600 gms of xylene. The slurry is heated to 32° C., then 117 gms (1.073 mole) of ethyl bromide is added. This reaction mass is maintained at 32° C. for 1.5 hours, then heated to 45° C. and maintained at that temperature for 21 hrs, then heated to 65° C. and maintained at that temperat...